Dataset: the Open Reaction Database (ORD), a public repository of structured organic reaction records. Task: describe an organic reaction: reactants, conditions, products, and yield The reactants are C1(=CC=CC=C1)OC (Anisole), BrCCCCCC(=O)Cl (6-bromohexanoyl chloride), [Cl-].[Al+3].[Cl-].[Cl-] (aluminum chloride). Yields the product BrCCCCCC(=O)C1=CC=C(C=C1)OC (6-bromo-1-(4-methoxyphenyl)-1-hexanone). Isolated yield 100.4%. RXN SMILES: [C:1]1([O:7][CH3:8])[CH:6]=[CH:5][CH:4]=[CH:3][CH:2]=1.[Br:9][CH2:10][CH2:11][CH2:12][CH2:13][CH2:14][C:15](Cl)=[O:16].[Cl-].[Al+3].[Cl-].[Cl-]>>[Br:9][CH2:10][CH2:11][CH2:12][CH2:13][CH2:14][C:15]([C:4]1[CH:5]=[CH:6][C:1]([O:7][CH3:8])=[CH:2][CH:3]=1)=[O:16] |f:2.3.4.5|. Procedure: Anisole (1.16 g), 6-bromohexanoyl chloride (2.3 g) and aluminum chloride (1.5 g) were reacted and treated in the same manner as in Preparation Example 105 to give 3.07 g of 6-bromo-1-(4-methoxyphenyl)-1-hexanone. Product: ClC=1C=CC(=C(C#N)C1)O (5-chloro-2-hydroxybenzonitrile). Procedure: 4-Chloro-2-iodophenol (85 g, 0.33 mol) was dissolved in 150 ml of DMF, followed by the addition of 32.5 g (0.36 mol) of copper cyanide. The resulting mixture was refluxed for 2 hours and then concentrated under reduced pressure. The residue was dissolved in ethyl acetate, and the thus-prepared solution was washed with water. Subsequent to elimination of an undissolved salt, the solution was concentrated under reduced pressure, whereby 40.4 g of 5-chloro-2-hydroxybenzonitrile were obtained (yield... The yield is 79.7%. Starting materials: ClC1=CC(=C(C=C1)O)I (4-Chloro-2-iodophenol), [Cu](C#N)C#N (copper cyanide). Solvent: CN(C)C=O (DMF). RXN SMILES: [Cl:1][C:2]1[CH:7]=[CH:6][C:5]([OH:8])=[C:4](I)[CH:3]=1.[Cu](C#N)[C:11]#[N:12]>CN(C=O)C>[Cl:1][C:2]1[CH:7]=[CH:6][C:5]([OH:8])=[C:4]([CH:3]=1)[C:11]#[N:12].